From a dataset of the Open Reaction Database (ORD), a public repository of structured organic reaction records. describe an organic reaction: reactants, conditions, products, and yield Reactants: IC1=CC=C(C(=O)OCCN2CCOCC2)C=C1 (2-morpholinoethyl 4-iodobenzoate), C([O-])([O-])=O.[Cs+].[Cs+] (cesium carbonate), BrC1=CSC2=C1OC(=CC2=O)N2CCOCC2 (3-bromo-5-morpholino-7H-thieno[3,2-b]pyran-7-one), B1(OC(C(O1)(C)C)(C)C)B2OC(C(O2)(C)C)(C)C (bis(pinacolato)diboron). Reagents/catalysts: C1=CC=C(C=C1)[PH+](C2=CC=CC=C2)[C]3[CH][CH][CH][CH]3.C1=CC=C(C=C1)[PH+](C2=CC=CC=C2)[C]3[CH][CH][CH][CH]3.C(Cl)Cl.Cl[Pd]Cl.[Fe] (dichloro[1,1′-bis(diphenylphosphino)ferrocene]palladium(II) dichloromethane adduct). Solvent: COCCOC (1,2-dimethoxyethane). Run at temperature 140 celsius. Yields the product O1CCN(CC1)C1=CC(C2=C(O1)C(=CS2)C2=CC=C(C(=O)OCCN1CCOCC1)C=C2)=O (2-morpholinoethyl 4-(5-morpholino-7-oxo-7H-thieno[3,2-b]pyran-3-yl)benzoate). As a reaction SMILES: I[C:2]1[CH:18]=[CH:17][C:5]([C:6]([O:8][CH2:9][CH2:10][N:11]2[CH2:16][CH2:15][O:14][CH2:13][CH2:12]2)=[O:7])=[CH:4][CH:3]=1.Br[C:20]1[C:24]2[O:25][C:26]([N:30]3[CH2:35][CH2:34][O:33][CH2:32][CH2:31]3)=[CH:27][C:28](=[O:29])[C:23]=2[S:22][CH:21]=1.B1(B2OC(C)(C)C(C)(C)O2)OC(C)(C)C(C)(C)O1.C(=O)([O-])[O-].[Cs+].[Cs+]>C1C=CC([PH+]([C]2[CH][CH][CH][CH]2)C2C=CC=CC=2)=CC=1.C1C=CC([PH+]([C]2[CH][CH][CH][CH]2)C2C=CC=CC=2)=CC=1.C(Cl)Cl.Cl[Pd]Cl.[Fe].COCCOC>[O:33]1[CH2:34][CH2:35][N:30]([C:26]2[O:25][C:24]3[C:20]([C:2]4[CH:18]=[CH:17][C:5]([C:6]([O:8][CH2:9][CH2:10][N:11]5[CH2:16][CH2:15][O:14][CH2:13][CH2:12]5)=[O:7])=[CH:4][CH:3]=4)=[CH:21][S:22][C:23]=3[C:28](=[O:29])[CH:27]=2)[CH2:31][CH2:32]1 |f:3.4.5,6.7.8.9.10,^1:64,65,66,67,68,82,83,84,85,86|. Procedure details: A 2 mL microwave vial was charged with a magnetic stirring bar, 2-morpholinoethyl 4-iodobenzoate (90 mg, 249 μmol), 3-bromo-5-morpholino-7H-thieno[3,2-b]pyran-7-one (103) (79 mg, 249 μmol), bis(pinacolato)diboron (70 mg, 274 gmol), cesium carbonate (325 mg, 997 dichloro[1,1′-bis(diphenylphosphino)ferrocene]palladium(II) dichloromethane adduct (6 mg, 7 μmol), and 1,2-dimethoxyethane (1 mL). The reaction mixture was sealed, and the reaction mixture was magnetically stirred and heated under microwa... The reactants are C(C1=CC=CC=C1)OC(=O)N[C@@H](C)C(=O)N(C(=O)N(C1=CC=CC=C1)CCC1CCCCC1)C1=C(C(=CC(=C1)OC)C(C)(C)C)O (2-[1-(N-benzyloxycarbonyl-L-alanyl)-3-(2-cyclohexylethyl)-3-phenylureido]-4-methoxy-6-tert-butylphenol), Cl (hydrochloric acid). Reagents/catalysts: [C].[Pd] (palladium-carbon). Run in CO (methanol). Reaction conditions: time 2 hour. Product: N[C@@H](C)C(=O)N(C(=O)N(C1=CC=CC=C1)CCC1CCCCC1)C1=C(C(=CC(=C1)OC)C(C)(C)C)O (2-[1-L-alanyl-3-(2-cyclohexylethyl)-3-phenylureido]-4-methoxy-6-tert-butylphenol). Yield: 91.5%. Reaction SMILES: C(OC([NH:11][C@H:12]([C:14]([N:16]([C:34]1[CH:39]=[C:38]([O:40][CH3:41])[CH:37]=[C:36]([C:42]([CH3:45])([CH3:44])[CH3:43])[C:35]=1[OH:46])[C:17]([N:19]([CH2:26][CH2:27][CH:28]1[CH2:33][CH2:32][CH2:31][CH2:30][CH2:29]1)[C:20]1[CH:25]=[CH:24][CH:23]=[CH:22][CH:21]=1)=[O:18])=[O:15])[CH3:13])=O)C1C=CC=CC=1.Cl>[C].[Pd].CO>[NH2:11][C@H:12]([C:14]([N:16]([C:34]1[CH:39]=[C:38]([O:40][CH3:41])[CH:37]=[C:36]([C:42]([CH3:45])([CH3:44])[CH3:43])[C:35]=1[OH:46])[C:17]([N:19]([CH2:26][CH2:27][CH:28]1[CH2:33][CH2:32][CH2:31][CH2:30][CH2:29]1)[C:20]1[CH:21]=[CH:22][CH:23]=[CH:24][CH:25]=1)=[O:18])=[O:15])[CH3:13] |f:2.3|. Reported procedure: To 75 ml of a methanol solution containing 2.5 g of Compound B obtained in Example 178 (1) were added 1.5 ml of conc. hydrochloric acid and 1.0 g of 10% palladium-carbon (Pd-C). The mixture was subjected to catalytic reduction at normal temperature under normal pressure for 2 hours. After removing the catalyst by filtration, the filtrate was evaporated to dryness under reduced pressure, and the residue was crystallized by adding hexane to give 1.80 g of 2-[1-L-alanyl-3-(2-cyclohexylethyl)-3-phen... Starting materials: [H-].[Na+] (Sodium hydride), OC1=CC=C(C=O)C=C1 (4-hydroxybenzaldehyde), BrCCCCCCCC (1-bromooctane). Run in CN(C=O)C (dimethylformamide). Reaction conditions: time 30 minute. Yields the product C(CCCCCCC)OC1=CC=C(C=O)C=C1 (4-octyloxybenzaldehyde). Reaction SMILES: [H-].[Na+].[OH:3][C:4]1[CH:11]=[CH:10][C:7]([CH:8]=[O:9])=[CH:6][CH:5]=1.Br[CH2:13][CH2:14][CH2:15][CH2:16][CH2:17][CH2:18][CH2:19][CH3:20]>CN(C)C=O>[CH2:13]([O:3][C:4]1[CH:11]=[CH:10][C:7]([CH:8]=[O:9])=[CH:6][CH:5]=1)[CH2:14][CH2:15][CH2:16][CH2:17][CH2:18][CH2:19][CH3:20] |f:0.1|. Reported procedure: Sodium hydride (4.2 g of 60% dispersion in oil) is added to a solution of 4-hydroxybenzaldehyde (12.2 g) in dimethylformamide. The mixture is stirred for 30 min, and 1-bromooctane (18 ml) is added. The reaction mixture is stirred at 90° for five hours, cooled, and the solvent removed in vacuo. The residue is shaken with water, and extracted with three portions of hexane. The hexane extracts are dried, concentrated, and distilled in vacuo to provide 20.3 g of 4-octyloxybenzaldehyde.